Dataset: the Open Reaction Database (ORD), a public repository of structured organic reaction records. Task: describe an organic reaction: reactants, conditions, products, and yield The reactants are CCOCC, Cl, C=[N+]=[N-], O=C(Cl)CCCc1ccccc1. Product: O=C(CCl)CCCc1ccccc1. Reaction SMILES: [CH3:17][CH2:18][O:19][CH2:20][CH3:21].[ClH:16].[N+:13](=[N-:14])=[CH2:15].[c:1]1([CH2:7][CH2:8][CH2:9][C:10](=[O:11])[Cl:12])[cH:2][cH:3][cH:4][cH:5][cH:6]1>>[c:1]1([CH2:7][CH2:8][CH2:9][C:10](=[O:11])[CH2:15][Cl:16])[cH:2][cH:3][cH:4][cH:5][cH:6]1. Starting materials: Cl.C(C)N1C[C@@H]2CCC(C[C@]2(CC1)C1=CC(=CC=C1)OC)=O ((±)-trans-2-ethyl-4a-(3-methoxyphenyl)-6-oxo-1,2,3,4,4a,5,6,7,8,8a-decahydroisoquinoline hydrochloride), C1(=CC=CC=C1)NN=C(C(=O)OCC)C(C(F)(F)F)=O (ethyl 2-phenylhydrazono-4,4,4-trifluoro-3-oxobutyrate), CC(=O)O[Na] (CH3COONa). The reagents and catalysts are [Zn] (zinc). Solvent: C(C)(=O)O (acetic acid). Yields the product C(C)N1C[C@H]2CC3=C(C[C@@]2(CC1)C1=CC(=CC=C1)OC)NC(=C3C(F)(F)F)C(=O)OCC ((±)-trans-6-Ethyl-2-ethoxycarbonyl-8a-(3-methoxyphenyl)-4,4a,5,6,7,8,8a,9-octahydro-3-trifluoromethyl-1H-pyrrolo[2,3-g]isoquinoline). The yield is 66.6%. Reaction SMILES: Cl.[CH2:2]([N:4]1[CH2:13][CH2:12][C@@:11]2([C:14]3[CH:19]=[CH:18][CH:17]=[C:16](OC)[CH:15]=3)[C@@H:6]([CH2:7][CH2:8][C:9](=O)[CH2:10]2)[CH2:5]1)[CH3:3].C1(N[N:30]=[C:31]([C:37](=O)[C:38]([F:41])([F:40])[F:39])[C:32]([O:34][CH2:35][CH3:36])=[O:33])C=CC=CC=1.C[C:44](O[Na])=[O:45]>[Zn].C(O)(=O)C>[CH2:2]([N:4]1[CH2:13][CH2:12][C@:11]2([C:14]3[CH:19]=[CH:18][CH:17]=[C:16]([O:45][CH3:44])[CH:15]=3)[C@H:6]([CH2:7][C:8]3[C:37]([C:38]([F:39])([F:40])[F:41])=[C:31]([C:32]([O:34][CH2:35][CH3:36])=[O:33])[NH:30][C:9]=3[CH2:10]2)[CH2:5]1)[CH3:3] |f:0.1|. Procedure details: 3.24 g (10 mmol) of (±)-trans-2-ethyl-4a-(3-methoxyphenyl)-6-oxo-1,2,3,4,4a,5,6,7,8,8a-decahydroisoquinoline hydrochloride, 8.65 g (30 mmol) of ethyl 2-phenylhydrazono-4,4,4-trifluoro-3-oxobutyrate, 2.46 g (30 mmol) of CH3COONa, 7.85 g (120 mmol) of zinc dust and 15 ml of glacial acetic acid were treated as described in example 1. The residue was purified by chromatography on silica gel EtOAc/MeOH 0%→10%) yielding 3.0 g of product which was triturated in Et2O yielding 2.5 g of the title compound... The reactants are Fc1ccc(Oc2cccc(Br)c2)cc1, [Li]CCCC, C1CCOC1, Cl, N#N, CN(C)C=O. Product: O=Cc1cccc(Oc2ccc(F)cc2)c1. Reaction SMILES: [Br:1][c:2]1[cH:3][c:4]([O:8][c:9]2[cH:10][cH:11][c:12]([F:15])[cH:13][cH:14]2)[cH:5][cH:6][cH:7]1.[CH2:16]([Li:17])[CH2:18][CH2:19][CH3:20].[CH2:24]1[CH2:26][CH2:25][CH2:27][O:28]1.[ClH:23].[N:21]#[N:22].[O:29]=[CH:30][N:31]([CH3:32])[CH3:33]>>[c:2]1([CH:27]=[O:28])[cH:3][c:4]([O:8][c:9]2[cH:10][cH:11][c:12]([F:15])[cH:13][cH:14]2)[cH:5][cH:6][cH:7]1. Procedure: The crude (S)-methyl 2-(6-((2′,6′-dimethyl-4′-(piperidin-4-yloxy)biphenyl-3-yl)methoxy)-2,3-dihydrobenzofuran-3-yl)acetate 4a (31 mg, 0.06 mmol) was dissolved in 5 mL of methanol, followed by addition of 1M aqueous sodium hydroxide solution (0.6 mL, 0.62 mmol). The reaction solution was reacted for 2 hours. The resulting solution was concentrated under reduced pressure, mixed with 3 mL of water, 1M citric acid was added dropwise to adjust the pH to 5, and the solution was extracted with ethyl ac... Yields the product CC1=C(C(=CC(=C1)OC1CCNCC1)C)C1=CC(=CC=C1)COC1=CC2=C([C@@H](CO2)CC(=O)O)C=C1 ((5)-2-(6-((2′,6′-dimethyl-4′-(piperidin-4-yloxy)biphenyl-3-yl)methoxy)-2,3-dihydrobenzofuran-3-yl)acetic acid). The solvent is CO (methanol). Reaction SMILES: [CH3:1][C:2]1[CH:7]=[C:6]([O:8][CH:9]2[CH2:14][CH2:13][NH:12][CH2:11][CH2:10]2)[CH:5]=[C:4]([CH3:15])[C:3]=1[C:16]1[CH:21]=[CH:20][CH:19]=[C:18]([CH2:22][O:23][C:24]2[CH:37]=[CH:36][C:27]3[C@H:28]([CH2:31][C:32]([O:34]C)=[O:33])[CH2:29][O:30][C:26]=3[CH:25]=2)[CH:17]=1.[OH-].[Na+]>CO>[CH3:1][C:2]1[CH:7]=[C:6]([O:8][CH:9]2[CH2:10][CH2:11][NH:12][CH2:13][CH2:14]2)[CH:5]=[C:4]([CH3:15])[C:3]=1[C:16]1[CH:21]=[CH:20][CH:19]=[C:18]([CH2:22][O:23][C:24]2[CH:37]=[CH:36][C:27]3[C@H:28]([CH2:31][C:32]([OH:34])=[O:33])[CH2:29][O:30][C:26]=3[CH:25]=2)[CH:17]=1 |f:1.2|. Reactants: CC1=C(C(=CC(=C1)OC1CCNCC1)C)C1=CC(=CC=C1)COC1=CC2=C([C@@H](CO2)CC(=O)OC)C=C1 ((S)-methyl 2-(6-((2′,6′-dimethyl-4′-(piperidin-4-yloxy)biphenyl-3-yl)methoxy)-2,3-dihydrobenzofuran-3-yl)acetate), [OH-].[Na+] (sodium hydroxide). The yield is 106.0%. Reactants: BrCCCCCCCCO (1-bromooctan-8-ol), O.C1(=CC=C(C=C1)S(=O)(=O)O)C (p-toluenesulfonic acid monohydrate), C[N+]1(CCOCC1)[O-] (NMO), C(COCCO)O (diethylene glycol). The reagents and catalysts are CCC[N+](CCC)(CCC)CCC.[O-][Ru](=O)(=O)=O (TPAP). The solvent is ClCCl (dichloromethane), ClCCl (dichloromethane). The product is BrCCCCCCCC(OCCOCCO)OCCOCCO (7-(7-Bromoheptyl)-3,6,8,11-tetraoxatridecane-1,13-diol). Isolated yield 128.4%. Reaction SMILES: [Br:1][CH2:2][CH2:3][CH2:4][CH2:5][CH2:6][CH2:7][CH2:8][CH2:9][OH:10].C[N+]1([O-])[CH2:17][CH2:16][O:15][CH2:14][CH2:13]1.[CH2:19]([OH:25])[CH2:20][O:21][CH2:22][CH2:23][OH:24].O.C1(C)C=CC(S(O)(=O)=[O:34])=CC=1>CCC[N+](CCC)(CCC)CCC.[O-][Ru](=O)(=O)=O.ClCCl>[Br:1][CH2:2][CH2:3][CH2:4][CH2:5][CH2:6][CH2:7][CH2:8][CH:9]([O:25][CH2:19][CH2:20][O:21][CH2:22][CH2:23][OH:24])[O:10][CH2:13][CH2:14][O:15][CH2:16][CH2:17][OH:34] |f:3.4,5.6|. Procedure details: The above procedure was carried out using the following quantities: 1-bromooctan-8-ol (2 g, 9.57 mmol), NMO (1.12 g, 9.57 mmol), molecular sieves (3.0 g), dichloromethane (40 mL), TPAP (0.34 g, 0.96 mmol); diethylene glycol (5.18 mL, 57.6 mmol), p-toluenesulfonic acid monohydrate (0.55 g, 2.91 mmol), molecular sieves (4.0 g) and dichloromethane (40 mL). Purification by flash chromatography on silica (gradient; dichloromethane to 3% methanol in dichlorometane) afforded the titled compound as colo...